From a dataset of the Open Reaction Database (ORD), a public repository of structured organic reaction records. describe an organic reaction: reactants, conditions, products, and yield Yields the product C(#N)N(C(C(C)OC1=CC=C(C=C1)OC1=CC=C(C=C1)C(F)(F)F)=O)C (2-[4-(4-trifluoromethylphenoxy)phenoxy]propionic acid N-cyano-N-methylamide). As a reaction SMILES: [C:1]([NH:3][C:4](=[O:25])[CH:5]([O:7][C:8]1[CH:13]=[CH:12][C:11]([O:14][C:15]2[CH:20]=[CH:19][C:18]([C:21]([F:24])([F:23])[F:22])=[CH:17][CH:16]=2)=[CH:10][CH:9]=1)[CH3:6])#[N:2].[C:26](=O)([O-])[O-].[K+].[K+].CI>CC(CC)=O>[C:1]([N:3]([CH3:26])[C:4](=[O:25])[CH:5]([O:7][C:8]1[CH:9]=[CH:10][C:11]([O:14][C:15]2[CH:20]=[CH:19][C:18]([C:21]([F:24])([F:23])[F:22])=[CH:17][CH:16]=2)=[CH:12][CH:13]=1)[CH3:6])#[N:2] |f:1.2.3|. Yield: 59.8%. Run at time 2 hour. Run in CC(=O)CC (methylethyl ketone). Procedure: 17.5 g (0.05 mole) of 2-[4-(4-trifluoromethylphenoxy)phenoxy]propionic acid N-cyanamide are dissolved in 60 ml of methylethyl ketone and with 7.6 g (0.055 mole) of potassium carbonate heated for 30 minutes to reflux. Then 3.6 ml (0.057 mole) of methyl iodide are added at 30° C. to the colourless suspension and the mixture is stirred for two hours at the same temperature. The reaction mixture is then filtered and the filtrate is concentrated by evaporation. The oily residue is chromatographed thr... The reactants are C(#N)NC(C(C)OC1=CC=C(C=C1)OC1=CC=C(C=C1)C(F)(F)F)=O (2-[4-(4-trifluoromethylphenoxy)phenoxy]propionic acid N-cyanamide), C([O-])([O-])=O.[K+].[K+] (potassium carbonate), CI (methyl iodide). Starting materials: [Cl-].[Al+3].[Cl-].[Cl-] (aluminum chloride), BrC1=CC=C(C=C1)CC(=O)Cl (4-bromophenylacetyl chloride), Ice water. Solvent: C1=CC=CC=C1 (benzene), C1=CC=CC=C1 (benzene). Yields the product BrC1=CC=C(C=C1)CC(=O)C1=CC=CC=C1 (2-(4-Bromophenyl)-1-phenyl-1-ethanone), solid. Yield: 93.0%. Reaction SMILES: [Cl-].[Al+3].[Cl-].[Cl-].[Br:5][C:6]1[CH:11]=[CH:10][C:9]([CH2:12][C:13](Cl)=[O:14])=[CH:8][CH:7]=1>C1C=CC=CC=1>[Br:5][C:6]1[CH:11]=[CH:10][C:9]([CH2:12][C:13]([C:6]2[CH:11]=[CH:10][CH:9]=[CH:8][CH:7]=2)=[O:14])=[CH:8][CH:7]=1 |f:0.1.2.3|. Procedure: To a suspension of aluminum chloride (2.64 g, 19.8 mmol) in dry benzene (40 ml) was added a solution of 4-bromophenylacetyl chloride (4.63 g, 19.8 mmol) in 15 ml benzene over a period of 25 minutes under nitrogen. The resulting dark yellow solution was refluxed for six hours, and cooled to room temperature. Ice water (100 ml) was added, and the layers separated. The aqueous layer was extracted with benzene (1×50 ml). The combined organic portions were washed with water (2×60 ml), 10% NaOH (1×60 ... Reactants: CC1=C(C=CC(=C1)N1CC(CC1)CN1C(CCC1)C)N (2-methyl-4-[3-(2-methyl-pyrrolidin-1-ylmethyl)-pyrrolidin-1-yl]-phenylamine), OCC1=CC=C(C(=O)O)C=C1 (4-hydroxymethyl-benzoic acid). Product: OCC1=CC=C(C(=O)NC2=C(C=C(C=C2)N2CC(CC2)CN2C(CCC2)C)C)C=C1 (4-Hydroxymethyl-N-{2-methyl-4-[3-(2-methyl-pyrrolidin-1-ylmethyl)-pyrrolidin-1-yl]-phenyl}-benzamide). RXN SMILES: [CH3:1][C:2]1[CH:7]=[C:6]([N:8]2[CH2:12][CH2:11][CH:10]([CH2:13][N:14]3[CH2:18][CH2:17][CH2:16][CH:15]3[CH3:19])[CH2:9]2)[CH:5]=[CH:4][C:3]=1[NH2:20].[OH:21][CH2:22][C:23]1[CH:31]=[CH:30][C:26]([C:27](O)=[O:28])=[CH:25][CH:24]=1>>[OH:28][CH2:27][C:26]1[CH:30]=[CH:31][C:23]([C:22]([NH:20][C:3]2[CH:4]=[CH:5][C:6]([N:8]3[CH2:12][CH2:11][CH:10]([CH2:13][N:14]4[CH2:18][CH2:17][CH2:16][CH:15]4[CH3:19])[CH2:9]3)=[CH:7][C:2]=2[CH3:1])=[O:21])=[CH:24][CH:25]=1. Procedure: The title compound was prepared in a manner substantially the same as Example 1 by coupling 2-methyl-4-[3-(2-methyl-pyrrolidin-1-ylmethyl)-pyrrolidin-1-yl]-phenylamine with 4-hydroxymethyl-benzoic acid. MS: 408.5 (M+H). Reactants: [N+](=O)([O-])C(C(CC)O)C (4-nitro-3-pentanol), C(C)(=O)OC(C)=O (acetic anhydride). Product: C(C)(=O)OC(C(C)[N+](=O)[O-])CC (3-acetoxy-2-nitropentane). RXN SMILES: [N+:1]([CH:4]([CH3:9])[CH:5]([OH:8])[CH2:6][CH3:7])([O-:3])=[O:2].[C:10](OC(=O)C)(=[O:12])[CH3:11]>>[C:10]([O:8][CH:5]([CH2:6][CH3:7])[CH:4]([N+:1]([O-:3])=[O:2])[CH3:9])(=[O:12])[CH3:11]. Procedure: reacting 4-nitro-3-pentanol with acetic anhydride to form 3-acetoxy-2-nitropentane; The reactants are CCI, CN(C)C=O, [H-], [Na+], CC(=O)Nc1cccc(-c2ccc3nncn3n2)c1. The product is CCN(C(C)=O)c1cccc(-c2ccc3nncn3n2)c1. Reaction SMILES: [CH2:22]([CH3:23])[I:24].[CH3:25][N:26]([CH3:27])[CH:28]=[O:29].[H-:20].[Na+:21].[n:1]1[n:2][cH:3][n:4]2[n:5][c:6](-[c:10]3[cH:11][c:12]([NH:16][C:17]([CH3:18])=[O:19])[cH:13][cH:14][cH:15]3)[cH:7][cH:8][c:9]12>>[n:1]1[n:2][cH:3][n:4]2[n:5][c:6](-[c:10]3[cH:11][c:12]([N:16]([C:17]([CH3:18])=[O:19])[CH2:22][CH3:23])[cH:13][cH:14][cH:15]3)[cH:7][cH:8][c:9]12. Starting materials: BrC1=NC(=CC(=C1)OC)Br (2,6-dibromo-4-methoxy-pyridine), B1(OB(OB(O1)C=C)C=C)C=C.C1=CC=NC=C1 (2,4,6-trivinylcyclotriboroxane pyridine complex). Yields the product BrC1=NC(=CC(=C1)OC)C=C (2-bromo-4-methoxy-6-vinyl-pyridine). The reagents and catalysts are C=1C=CC(=CC1)[P](C=2C=CC=CC2)(C=3C=CC=CC3)[Pd]([P](C=4C=CC=CC4)(C=5C=CC=CC5)C=6C=CC=CC6)([P](C=7C=CC=CC7)(C=8C=CC=CC8)C=9C=CC=CC9)[P](C=1C=CC=CC1)(C=1C=CC=CC1)C=1C=CC=CC1 (Pd(PPh3)4). Reported procedure: To a suspension of 2,6-dibromo-4-methoxy-pyridine (5.90 g, 22.1 mmol) in DME (60 mL) and 2 M aq. K2CO3-solution (20 mL), 2,4,6-trivinylcyclotriboroxane pyridine complex (3.19 g, 13.2 mmol) is added and the mixture is degassed and put under N2 before Pd(PPh3)4 (460 mg, 0.398 mmol) is added. The mixture is stirred at 85° C. for 2 h before it is again cooled to rt, diluted with water and extracted with EA. The org. extract is dried over MgSO4, filtered and concentrated. The crude product is purifie... Reaction conditions: temperature 85 celsius, time 2 hour. As a reaction SMILES: Br[C:2]1[CH:7]=[C:6]([O:8][CH3:9])[CH:5]=[C:4]([Br:10])[N:3]=1.B1(C=C)OB([CH:17]=[CH2:18])OB(C=C)O1.C1C=CN=CC=1>COCCOC.C([O-])([O-])=O.[K+].[K+].O.C1C=CC([P]([Pd]([P](C2C=CC=CC=2)(C2C=CC=CC=2)C2C=CC=CC=2)([P](C2C=CC=CC=2)(C2C=CC=CC=2)C2C=CC=CC=2)[P](C2C=CC=CC=2)(C2C=CC=CC=2)C2C=CC=CC=2)(C2C=CC=CC=2)C2C=CC=CC=2)=CC=1>[Br:10][C:4]1[CH:5]=[C:6]([O:8][CH3:9])[CH:7]=[C:2]([CH:17]=[CH2:18])[N:3]=1 |f:1.2,4.5.6,^1:45,47,66,85|. Solvent: COCCOC (DME), C(=O)([O-])[O-].[K+].[K+] (K2CO3), O (water). Yield: 159.3%. Reactants: COCCOC, CCOC(=O)CCc1cnc(C)c(C)c1, CCOC=O, [H-], [Na+]. Product: CCOC(=O)C(C=O)Cc1cnc(C)c(C)c1. As a reaction SMILES: [CH2:23]([CH2:24][O:25][CH3:26])[O:27][CH3:28].[CH3:1][c:2]1[cH:3][c:4]([CH2:9][CH2:10][C:11](=[O:12])[O:13][CH2:14][CH3:15])[cH:5][n:6][c:7]1[CH3:8].[CH:16](=[O:17])[O:18][CH2:19][CH3:20].[H-:21].[Na+:22]>>[CH3:1][c:2]1[cH:3][c:4]([CH2:9][CH:10]([C:11](=[O:12])[O:13][CH2:14][CH3:15])[CH:16]=[O:17])[cH:5][n:6][c:7]1[CH3:8]. The reactants are CC(=O)OC(C)=O, CCCCCC, CC(C)=CC(O)C(Cl)(Cl)Cl, c1ccncc1. The product is CC(=O)OC(C=C(C)C)C(Cl)(Cl)Cl. Reaction SMILES: [CH3:11][C:12](=[O:13])[O:14][C:15](=[O:16])[CH3:17].[CH3:24][CH2:25][CH2:26][CH2:27][CH2:28][CH3:29].[Cl:1][C:2]([CH:3]([CH:4]=[C:5]([CH3:6])[CH3:7])[OH:8])([Cl:9])[Cl:10].[cH:18]1[cH:19][cH:20][n:21][cH:22][cH:23]1>>[Cl:1][C:2]([CH:3]([CH:4]=[C:5]([CH3:6])[CH3:7])[O:8][C:12]([CH3:11])=[O:13])([Cl:9])[Cl:10]. The reactants are B, CC(C)(C)OC(=O)N1CC(Oc2ccccc2)CC1C(=O)O, C1CCOC1, CSC, O. Product: CC(C)(C)OC(=O)N1CC(Oc2ccccc2)CC1CO. RXN SMILES: [BH3:4].[C:5]([CH3:6])([CH3:7])([CH3:8])[O:9][C:10](=[O:11])[N:12]1[CH:13]([C:24](=[O:25])[OH:26])[CH2:14][CH:15]([O:17][c:18]2[cH:19][cH:20][cH:21][cH:22][cH:23]2)[CH2:16]1.[CH2:28]1[O:29][CH2:30][CH2:31][CH2:32]1.[CH3:1][S:2][CH3:3].[OH2:27]>>[C:5]([CH3:6])([CH3:7])([CH3:8])[O:9][C:10](=[O:11])[N:12]1[CH:13]([CH2:24][OH:25])[CH2:14][CH:15]([O:17][c:18]2[cH:19][cH:20][cH:21][cH:22][cH:23]2)[CH2:16]1. Reactants: FC1=CC=C2C(=C(C(=NC2=C1)C1=NC=CC=C1)C)NC=1C=C(C(=O)O)C=C(C1)N1CCOCC1 (3-(7-fluoro-3-methyl-2-(pyridin-2-yl)quinolin-4-ylamino)-5-morpholinobenzoic acid), C(CCl)Cl (EDC), C(C)N.C1CCOC1 (ethanamine THF). Reagents/catalysts: CN(C)C=1C=CN=CC1 (DMAP). The solvent is C(Cl)Cl (DCM). Yields the product C(C)NC(C1=CC(=CC(=C1)N1CCOCC1)NC1=C(C(=NC2=CC(=CC=C12)F)C1=NC=CC=C1)C)=O (N-ethyl-3-((7-fluoro-3-methyl-2-(2-pyridinyl)-4-quinolinyl)amino)-5-(4-morpholinyl)benzamide). RXN SMILES: [F:1][C:2]1[CH:11]=[C:10]2[C:5]([C:6]([NH:19][C:20]3[CH:21]=[C:22]([CH:26]=[C:27]([N:29]4[CH2:34][CH2:33][O:32][CH2:31][CH2:30]4)[CH:28]=3)[C:23](O)=[O:24])=[C:7]([CH3:18])[C:8]([C:12]3[CH:17]=[CH:16][CH:15]=[CH:14][N:13]=3)=[N:9]2)=[CH:4][CH:3]=1.C(Cl)CCl.[CH2:39]([NH2:41])[CH3:40].C1COCC1>CN(C1C=CN=CC=1)C.C(Cl)Cl>[CH2:39]([NH:41][C:23](=[O:24])[C:22]1[CH:26]=[C:27]([N:29]2[CH2:30][CH2:31][O:32][CH2:33][CH2:34]2)[CH:28]=[C:20]([NH:19][C:6]2[C:5]3[C:10](=[CH:11][C:2]([F:1])=[CH:3][CH:4]=3)[N:9]=[C:8]([C:12]3[CH:17]=[CH:16][CH:15]=[CH:14][N:13]=3)[C:7]=2[CH3:18])[CH:21]=1)[CH3:40] |f:2.3|. Procedure: Prepared according to Procedure U by stirring 3-(7-fluoro-3-methyl-2-(pyridin-2-yl)quinolin-4-ylamino)-5-morpholinobenzoic acid (0.025 g, 0.055 mmol), DMAP (0.013 g, 0.109 mmol), EDC (0.021 g, 0.109 mmol), 2M ethanamine THF (0.035 mL, 0.071 mmol), and DCM (0.6 mL) at 23° C. for 1 hour. Purification by reverse-phase HPLC afforded N-ethyl-3-((7-fluoro-3-methyl-2-(2-pyridinyl)-4-quinolinyl)amino)-5-(4-morpholinyl)benzamide as a yellow amorphous solid. 1H NMR (400 MHz, DMSO-d6) δ ppm 8.67-8.71 (1H, ...